Dataset: the Open Reaction Database (ORD), a public repository of structured organic reaction records. Task: describe an organic reaction: reactants, conditions, products, and yield The reactants are C(CC(=O)OCC)(=O)OCC (Diethyl malonate), O(C1=CC=CC=C1)CCCCCCCBr (7-phenoxyheptyl bromide), [Na] (Sodium). The solvent is CCO (EtOH), CCO (EtOH), CCO (EtOH). The product is C(C)OC(=O)C(C(=O)OCC)CCCCCCCOC1=CC=CC=C1 (ethyl 2-ethoxycarbonyl-9-phenoxynonanoate). Isolated yield 63.0%. RXN SMILES: [Na].[C:2]([O:10][CH2:11][CH3:12])(=[O:9])[CH2:3][C:4]([O:6][CH2:7][CH3:8])=[O:5].[O:13]([CH2:20][CH2:21][CH2:22][CH2:23][CH2:24][CH2:25][CH2:26]Br)[C:14]1[CH:19]=[CH:18][CH:17]=[CH:16][CH:15]=1>CCO>[CH2:11]([O:10][C:2]([CH:3]([CH2:26][CH2:25][CH2:24][CH2:23][CH2:22][CH2:21][CH2:20][O:13][C:14]1[CH:15]=[CH:16][CH:17]=[CH:18][CH:19]=1)[C:4]([O:6][CH2:7][CH3:8])=[O:5])=[O:9])[CH3:12] |^1:0|. Procedure details: Sodium (0.22 g, 9.6 mmol) was dissolved in EtOH (20 mL). Diethyl malonate (1.53 g, 9.6 mmol) in EtOH (5 mL) and 7-phenoxyheptyl bromide (2.36 g, 8.7 mmol) in EtOH (5 mL) were subsequently added at room temperature. The reaction mixture was refluxed for 8 h. After evaporation of the solvent, the residue was taken up in ethyl acetate (150 ml). The organic phase was washed with water (2×50 mL), and brine (50 mL), and dried over Na2SO4. The crude product was purified by Kugelrohr distillation to giv... Reactants: ClC=1C=CC=2N(N1)C(=CN2)C(=O)C=2C=C1C=CC=NC1=CC2F ((6-chloroimidazo[1,2-b]pyridazin-3-yl)(7-fluoroquinolin-6-yl)methanone), solution, C1CCOC1 (THF). Product: ClC=1C=CC=2N(N1)C(=CN2)C(C)(O)C=2C=C1C=CC=NC1=CC2F (1-(6-Chloroimidazo[1,2-b]pyridazin-3-yl)-1-(7-fluoroquinolin-6-yl)ethanol). As a reaction SMILES: [Cl:1][C:2]1[CH:3]=[CH:4][C:5]2[N:6]([C:8]([C:11]([C:13]3[CH:14]=[C:15]4[C:20](=[CH:21][C:22]=3[F:23])[N:19]=[CH:18][CH:17]=[CH:16]4)=[O:12])=[CH:9][N:10]=2)[N:7]=1.[CH2:24]1COCC1>>[Cl:1][C:2]1[CH:3]=[CH:4][C:5]2[N:6]([C:8]([C:11]([C:13]3[CH:14]=[C:15]4[C:20](=[CH:21][C:22]=3[F:23])[N:19]=[CH:18][CH:17]=[CH:16]4)([OH:12])[CH3:24])=[CH:9][N:10]=2)[N:7]=1. Procedure details: To a solution of (6-chloroimidazo[1,2-b]pyridazin-3-yl)(7-fluoroquinolin-6-yl)methanone (2.93 g, 6.73 mmol) in THF (80 mL) was added MeMgl solution (4.48 mL, 13.45 mmol). The resulting solution was allowed to stir at reflux for 5 hrs. Then the reaction mixture was cooled to room temperature, quenched with water, washed with NH4Cl solution and extracted by CH2Cl2. The combined organic layers were dried over Na2SO4 and concentrated under reduced pressure to afford 2.2 g (yield: 95%) title compound... The yield is 95.0%.